Dataset: the Open Reaction Database (ORD), a public repository of structured organic reaction records. Task: describe an organic reaction: reactants, conditions, products, and yield The reactants are ClCP(O)(=O)O (Chloromethanephosphonic acid), NCCCCCCCCCCN (1.10-diaminodecane). Run in O (water). Yields the product O.NCCCCCCCCCCNCP(O)(=O)O (N-(10-aminodecyl)-aminomethanephosphonic acid monohydrate). As a reaction SMILES: Cl[CH2:2][P:3]([OH:6])(=[O:5])[OH:4].[NH2:7][CH2:8][CH2:9][CH2:10][CH2:11][CH2:12][CH2:13][CH2:14][CH2:15][CH2:16][CH2:17][NH2:18]>O>[OH2:4].[NH2:7][CH2:8][CH2:9][CH2:10][CH2:11][CH2:12][CH2:13][CH2:14][CH2:15][CH2:16][CH2:17][NH:18][CH2:2][P:3]([OH:6])(=[O:5])[OH:4] |f:3.4|. Reported procedure: Chloromethanephosphonic acid (5.5 g, 42 mmoles) and 1.10-diaminodecane (44 g, 255 mmoles) were heated under reflux in water (200 cm3) for 20 hours. The water was removed and ethanol (400 cm3) added to the solid residue. The phosphonic acid was filtered off and dried. The crude yield was 11.4 g (87%). A sample was purified by recrystallization from water/ethanol to give N-(10-aminodecyl)-aminomethanephosphonic acid monohydrate as a fine white crystalline solid having a melting point of 238° C.